describe an organic reaction: reactants, conditions, products, and yield From a dataset of the Open Reaction Database (ORD), a public repository of structured organic reaction records. The reactants are Cc1oc(-c2ccccc2)nc1COc1cccc(CON)c1, CC(=O)O, CC(=O)[O-], CO, [Na+], COC(=O)CCC(=O)c1ccccc1, O. The product is COC(=O)CCC(=NOCc1cccc(OCc2nc(-c3ccccc3)oc2C)c1)c1ccccc1. RXN SMILES: [CH3:1][c:2]1[c:3]([CH2:13][O:14][c:15]2[cH:16][c:17]([CH2:18][O:19][NH2:20])[cH:21][cH:22][cH:23]2)[n:4][c:5](-[c:7]2[cH:8][cH:9][cH:10][cH:11][cH:12]2)[o:6]1.[CH3:38][C:39](=[O:40])[OH:41].[CH3:43][C:44](=[O:45])[O-:46].[CH3:48][OH:49].[Na+:42].[O:24]=[C:25]([CH2:26][CH2:27][C:28](=[O:29])[O:30][CH3:31])[c:32]1[cH:33][cH:34][cH:35][cH:36][cH:37]1.[OH2:47]>>[CH3:1][c:2]1[c:3]([CH2:13][O:14][c:15]2[cH:16][c:17]([CH2:18][O:19][N:20]=[C:25]([CH2:26][CH2:27][C:28](=[O:29])[O:30][CH3:31])[c:32]3[cH:33][cH:34][cH:35][cH:36][cH:37]3)[cH:21][cH:22][cH:23]2)[n:4][c:5](-[c:7]2[cH:8][cH:9][cH:10][cH:11][cH:12]2)[o:6]1. The reactants are OC1=C(C(=O)C2=C(C=C(C=C2)O)O)C=CC(=C1)O (2,2′,4,4′-tetrahydroxybenzophenone), C(C)(=O)[O-].[Na+] (sodium acetate), Cl.COC1=CC=C(C=C1)NN (4-methoxyphenylhydrazine hydrochloride). The product is OC1=CC=C2C(=NN(C2=C1)C1=CC=C(C=C1)OC)C1=C(C=C(C=C1)O)O (4-[6-hydroxy-1-(4-methoxyphenyl)-1H-indazol-3-yl]benzene-1,3-diol). Isolated yield 7.5%. RXN SMILES: O[C:2]1[CH:17]=[C:16]([OH:18])[CH:15]=[CH:14][C:3]=1[C:4]([C:6]1[CH:11]=[CH:10][C:9]([OH:12])=[CH:8][C:7]=1[OH:13])=O.C([O-])(=O)C.[Na+].Cl.[CH3:25][O:26][C:27]1[CH:32]=[CH:31][C:30]([NH:33][NH2:34])=[CH:29][CH:28]=1>>[OH:18][C:16]1[CH:17]=[C:2]2[C:3]([C:4]([C:6]3[CH:11]=[CH:10][C:9]([OH:12])=[CH:8][C:7]=3[OH:13])=[N:34][N:33]2[C:30]2[CH:31]=[CH:32][C:27]([O:26][CH3:25])=[CH:28][CH:29]=2)=[CH:14][CH:15]=1 |f:1.2,3.4|. Procedure: Prepared according to Method B from 2,2′,4,4′-tetrahydroxybenzophenone (0.123 g, 0.5 mmol), sodium acetate (0.041 g, 0.5 mmol) and 4-methoxyphenylhydrazine hydrochloride (0.087 g, 0.5 mmol) to give 0.013 g of product as a tan solid Yields the product ClC1=C(C=CC=C1)C1=NN2C(N=CC=C2OCC)=C1I (2-(2-Chlorophenyl)-7-ethoxy-3-iodopyrazolo[1,5-a]pyrimidine). Procedure details: To a mixture of 7-chloro-2-(2-chlorophenyl)-3-iodopyrazolo[1,5-a]pyrimidine (I-1A-1d; 6.80 g, 17.4 mmol) in ethanol (175 ml) was added NaH (60% dispersion in oil, 439 mg, 18 mmol), portionwise. After stirring overnight, the suspended solids were isolated by vacuum filtration to afford, after drying, in vacuo, product I-11A-1a (6.87 g, 99%) as a solid: +APcI MS (M+1) 400.0; 1H NMR (400 MHz, CD3OD) δ 8.51 (d, J=5.0 Hz, 1H), 7.58–7.40 (m, 4H), 6.67 (d, J=5.0 Hz, 1H), 4.58 (q, J=7.1 Hz, 2H), 1.58 (t... Reactants: ClC1=CC=NC=2N1N=C(C2I)C2=C(C=CC=C2)Cl (7-chloro-2-(2-chlorophenyl)-3-iodopyrazolo[1,5-a]pyrimidine), C(C)O (ethanol), [H-].[Na+] (NaH). Reaction SMILES: Cl[C:2]1[N:7]2[N:8]=[C:9]([C:12]3[CH:17]=[CH:16][CH:15]=[CH:14][C:13]=3[Cl:18])[C:10]([I:11])=[C:6]2[N:5]=[CH:4][CH:3]=1.[H-].[Na+].[CH2:21]([OH:23])[CH3:22]>>[Cl:18][C:13]1[CH:14]=[CH:15][CH:16]=[CH:17][C:12]=1[C:9]1[C:10]([I:11])=[C:6]2[N:5]=[CH:4][CH:3]=[C:2]([O:23][CH2:21][CH3:22])[N:7]2[N:8]=1 |f:1.2|. Run at time 8 hour. Reactants: ( 1 ), COC(Cl)Cl (dichloromethyl methyl ether), FC1=CC2=C(OCCO2)C=C1 (6-fluoro-2,3-dihydro-benzo[1,4]dioxine), NC1=CC2=C(OCCO2)C=C1 (6-amino-2,3-dihydro-benzo[1,4]dioxine). Reagents/catalysts: [Ti](Cl)(Cl)(Cl)Cl (Titanium tetrachloride). The solvent is ClCCl (dichloromethane), ClCCl (dichloromethane). Run at time 1 hour. Yields the product FC=1C(=CC2=C(OCCO2)C1)C=O (7-Fluoro-2,3-dihydro-benzo[1,4]dioxin-6-carboxaldehyde). As a reaction SMILES: [F:1][C:2]1[CH:11]=[CH:10][C:5]2[O:6][CH2:7][CH2:8][O:9][C:4]=2[CH:3]=1.NC1C=C[C:16]2[O:17]CCOC=2C=1.COC(Cl)Cl>ClCCl.[Ti](Cl)(Cl)(Cl)Cl>[F:1][C:2]1[C:11]([CH:16]=[O:17])=[CH:10][C:5]2[O:6][CH2:7][CH2:8][O:9][C:4]=2[CH:3]=1. Reported procedure: A solution of 6-fluoro-2,3-dihydro-benzo[1,4]dioxine (prepared from 6-amino-2,3-dihydro-benzo[1,4]dioxine according to the procedure of V. Daukas, P. Gaidelis, R. Martinkus, S. Urboniene, Chemija, 1999, 10 (1), 59), (154 mg, 1 mmol) in dichloromethane (0.5 ml) was treated with dichloromethyl methyl ether (0.25 ml) at 0° C. under argon. Titanium tetrachloride (0.45 ml) in dichloromethane (0.5 ml) was added over 0.25 hours. The cooling bath was removed and the mixture was stirred at ambient temper... RXN SMILES: [C:32]([O:33][BH-:34]([O:35][C:36](=[O:37])[CH3:38])[O:39][C:40](=[O:41])[CH3:42])(=[O:43])[CH3:44].[CH2:46]([Cl:47])[CH2:48][Cl:49].[CH3:1][c:2]1[cH:3][cH:4][c:5]([CH2:7][NH:8][c:9]2[n:10][c:11]3[cH:12][cH:13][cH:14][c:15]([CH:19]=[O:20])[c:16]3[cH:17][cH:18]2)[o:6]1.[CH3:28][C:29](=[O:30])[OH:31].[NH2:21][c:22]1[cH:23][n:24][cH:25][cH:26][cH:27]1.[Na+:45]>>[CH3:1][c:2]1[cH:3][cH:4][c:5]([CH2:7][NH:8][c:9]2[n:10][c:11]3[cH:12][cH:13][cH:14][c:15]([CH2:19][NH:21][c:22]4[cH:23][n:24][cH:25][cH:26][cH:27]4)[c:16]3[cH:17][cH:18]2)[o:6]1. Product: Cc1ccc(CNc2ccc3c(CNc4cccnc4)cccc3n2)o1. Starting materials: CC(=O)O[BH-](OC(C)=O)OC(C)=O, ClCCCl, Cc1ccc(CNc2ccc3c(C=O)cccc3n2)o1, CC(=O)O, Nc1cccnc1, [Na+]. The reactants are BrC(Br)(Br)Br, C1CCOC1, CC[Si](CC)(CC)c1[nH]c2cc(Cl)c(C)cc2c1CCO, c1ccc(P(c2ccccc2)c2ccccc2)cc1. As a reaction SMILES: [Br:41][C:42]([Br:43])([Br:44])[Br:45].[CH2:46]1[O:47][CH2:48][CH2:49][CH2:50]1.[Cl:1][c:2]1[c:3]([CH3:21])[cH:4][c:5]2[c:6]([CH2:18][CH2:19][OH:20])[c:7]([Si:11]([CH2:12][CH3:13])([CH2:14][CH3:15])[CH2:16][CH3:17])[nH:8][c:9]2[cH:10]1.[c:22]1([P:23]([c:24]2[cH:25][cH:26][cH:27][cH:28][cH:29]2)[c:30]2[cH:31][cH:32][cH:33][cH:34][cH:35]2)[cH:36][cH:37][cH:38][cH:39][cH:40]1>>[Cl:1][c:2]1[c:3]([CH3:21])[cH:4][c:5]2[c:6]([CH2:18][CH2:19][Br:41])[c:7]([Si:11]([CH2:12][CH3:13])([CH2:14][CH3:15])[CH2:16][CH3:17])[nH:8][c:9]2[cH:10]1. The product is CC[Si](CC)(CC)c1[nH]c2cc(Cl)c(C)cc2c1CCBr. The product is CCOC(C)OC(C)(C)C(F)(F)CCC(C)C1CCC2C3CC=C4CC(OC5CCCCO5)CC(OC5CCCCO5)C4(C)C3CCC12C. Starting materials: [Al+3], CCOC(C)OC(C)(C)C(F)(F)CCC(COS(=O)(=O)c1ccc(C)cc1)C1CCC2C3CC=C4CC(OC5CCCCO5)CC(OC5CCCCO5)C4(C)C3CCC12C, [H-], [H-], [H-], [H-], [Li+], C1CCOC1. Reaction SMILES: [Al+3:2].[CH3:7][c:8]1[cH:9][cH:10][c:11]([S:12]([O:13][CH2:18][CH:19]([CH2:20][CH2:21][C:22]([C:23]([CH3:24])([CH3:25])[O:26][CH:27]([CH3:28])[O:29][CH2:30][CH3:31])([F:32])[F:33])[CH:34]2[CH2:35][CH2:36][CH:37]3[CH:38]4[CH2:39][CH:40]=[C:41]5[CH2:42][CH:43]([O:60][CH:61]6[O:62][CH2:63][CH2:64][CH2:65][CH2:66]6)[CH2:44][CH:45]([O:53][CH:54]6[O:55][CH2:56][CH2:57][CH2:58][CH2:59]6)[C:46]5([CH3:47])[CH:48]4[CH2:49][CH2:50][C:51]23[CH3:52])(=[O:14])=[O:15])[cH:16][cH:17]1.[H-:1].[H-:4].[H-:5].[H-:6].[Li+:3].[O:67]1[CH2:68][CH2:69][CH2:70][CH2:71]1>>[CH3:18][CH:19]([CH2:20][CH2:21][C:22]([C:23]([CH3:24])([CH3:25])[O:26][CH:27]([CH3:28])[O:29][CH2:30][CH3:31])([F:32])[F:33])[CH:34]1[CH2:35][CH2:36][CH:37]2[CH:38]3[CH2:39][CH:40]=[C:41]4[CH2:42][CH:43]([O:60][CH:61]5[O:62][CH2:63][CH2:64][CH2:65][CH2:66]5)[CH2:44][CH:45]([O:53][CH:54]5[O:55][CH2:56][CH2:57][CH2:58][CH2:59]5)[C:46]4([CH3:47])[CH:48]3[CH2:49][CH2:50][C:51]12[CH3:52]. Starting materials: C[Mg]Cl, O=Cc1cc(C=Cc2ccc(F)cc2F)ccc1S(=O)(=O)c1ccccc1, C1CCOC1. The product is CC(O)c1cc(C=Cc2ccc(F)cc2F)ccc1S(=O)(=O)c1ccccc1. Reaction SMILES: [CH3:28][Mg:29][Cl:30].[F:1][c:2]1[c:3]([CH:9]=[CH:10][c:11]2[cH:12][cH:13][c:14]([S:19](=[O:20])(=[O:21])[c:22]3[cH:23][cH:24][cH:25][cH:26][cH:27]3)[c:15]([CH:16]=[O:17])[cH:18]2)[cH:4][cH:5][c:6]([F:8])[cH:7]1.[O:31]1[CH2:32][CH2:33][CH2:34][CH2:35]1>>[F:1][c:2]1[c:3]([CH:9]=[CH:10][c:11]2[cH:12][cH:13][c:14]([S:19](=[O:20])(=[O:21])[c:22]3[cH:23][cH:24][cH:25][cH:26][cH:27]3)[c:15]([CH:16]([OH:17])[CH3:28])[cH:18]2)[cH:4][cH:5][c:6]([F:8])[cH:7]1. Starting materials: Cl (HCl), CC1=NC=CC=C1OC[C@@H]1NCCC1 (2-methyl-3-(2-(R)-pyrrolidinylmethoxy)pyridine), Cl (HCl), CC1=NC=CC=C1OC[C@H]1NCCC1 (2-methyl-3-(2-(S)-pyrrolidinylmethoxy)pyridine). The solvent is CO (MeOH). The product is Cl.Cl.CC1=NC=CC=C1OC[C@@H]1NCCC1 (2-methyl-3-(2-(R)-pyrrolidinylmethoxy)pyridine dihydrochloride). Reaction SMILES: [CH3:1][C:2]1[C:7]([O:8][CH2:9][C@H:10]2[CH2:14][CH2:13][CH2:12][NH:11]2)=[CH:6][CH:5]=[CH:4][N:3]=1.[ClH:15].CC1C(OC[C@@H]2CCCN2)=CC=CN=1>CO>[ClH:15].[ClH:15].[CH3:1][C:2]1[C:7]([O:8][CH2:9][C@H:10]2[CH2:14][CH2:13][CH2:12][NH:11]2)=[CH:6][CH:5]=[CH:4][N:3]=1 |f:4.5.6|. Reported procedure: The compound of step 35a was treated with HCl and isolated as described in Example 1b to give a white powder. MS and 1H NMR (D2O, 300 Hz) are similar to 17b. Anal. Calc for C11H16N2O.2.00 HCl: C, 48.82; H, 6.84; N, 10.56; Found C, 49.55; H, 6.95; N, 10.52. [α]25D =- 27.01° (c=1, MeOH).